Dataset: the Open Reaction Database (ORD), a public repository of structured organic reaction records. Task: describe an organic reaction: reactants, conditions, products, and yield The reactants are C1(=CC=CC=C1)C1=NC=C(C=C1)C(=O)O (2-phenyl-5-carboxypyridine), [H-].[Al+3].[Li+].[H-].[H-].[H-] (lithium aluminum hydride). The solvent is O1CCCC1 (tetrahydrofuran), O1CCCC1 (tetrahydrofuran). Reaction conditions: time 16 hour. Yields the product C1(=CC=CC=C1)C1=NC=C(C=C1)CO (2-Phenyl-5-hydroxymethylpyridine). As a reaction SMILES: [C:1]1([C:7]2[CH:12]=[CH:11][C:10]([C:13](O)=[O:14])=[CH:9][N:8]=2)[CH:6]=[CH:5][CH:4]=[CH:3][CH:2]=1.[H-].[Al+3].[Li+].[H-].[H-].[H-]>O1CCCC1>[C:1]1([C:7]2[CH:12]=[CH:11][C:10]([CH2:13][OH:14])=[CH:9][N:8]=2)[CH:6]=[CH:5][CH:4]=[CH:3][CH:2]=1 |f:1.2.3.4.5.6|. Procedure: To a solution of 2-phenyl-5-carboxypyridine (520 mg, 2.61 mmol) in tetrahydrofuran (10 mL) at 0° C. was added 1.0M lithium aluminum hydride in tetrahydrofuran (2.61 mL, 2.61 mmol) over 10 minutes. The reaction was allowed to stir at ambient temperature for 16 hours, cooled to 0° C., and quenched by dropwise addition of water (0.20 mL), 4N aq. NaOH (0.20 mL), and water (0.60 mL). The reaction was filtered through a pad of Celite and the filtrate evaporated in vacuo. The residue was chromatographe... Starting materials: C1=CC=CC=2C3C4=CC=CC=C4C(C12)(C3)CN3CCC(CC3)=O (1-(9,10-dihydro-9,10-methanoanthracen-9-ylmethyl)-4-piperidinone), BrC1=CC=C(C=C1)OC (4-bromoanisole). Yields the product hydrochloride salt, C1=CC=CC=2C3C4=CC=CC=C4C(C12)(C3)CN3CCC(CC3)(O)C3=CC=C(C=C3)OC (1-(9,10-Dihydro-9,10-methanoanthracen-9-ylmethyl)-4-(4-methoxyphenyl)piperidin-4-ol). Isolated yield 72.0%. Reaction SMILES: [CH:1]1[C:14]2[C:13]3([CH2:16][N:17]4[CH2:22][CH2:21][C:20](=[O:23])[CH2:19][CH2:18]4)[CH2:15][CH:6]([C:7]4[C:12]3=[CH:11][CH:10]=[CH:9][CH:8]=4)[C:5]=2[CH:4]=[CH:3][CH:2]=1.Br[C:25]1[CH:30]=[CH:29][C:28]([O:31][CH3:32])=[CH:27][CH:26]=1>>[CH:11]1[C:12]2[C:13]3([CH2:16][N:17]4[CH2:22][CH2:21][C:20]([C:25]5[CH:30]=[CH:29][C:28]([O:31][CH3:32])=[CH:27][CH:26]=5)([OH:23])[CH2:19][CH2:18]4)[CH2:15][CH:6]([C:5]4[C:14]3=[CH:1][CH:2]=[CH:3][CH:4]=4)[C:7]=2[CH:8]=[CH:9][CH:10]=1. Procedure: Using a procedure similar to that described in example except starting with 1-(9,10-dihydro-9,10-methanoanthracen-9-ylmethyl)-4-piperidinone (described in example 5d) and employing 4-bromoanisole, the hydrochloride salt of the title compound was formed in 72% yield as a white solid, mp 228°-231° C. elemental Analysis for C28H29 NO2.HCl: Calculated: C, 75.07; H, 6.75; N, 3.13 Found: C, 74.93; H, 6.74; N, 3.14 Starting materials: [C@H]12N([C@@H](C[C@@H]2C1)C(=O)OC)C(=O)OC(C)(C)C ((1S,3S,5S)-2-tert-Butyl 3-methyl 2-azabicyclo[3.1.0]hexane-2,3-dicarboxylate), NC1=NC=CN=C1 (2-amino pyrazine), F[C@@H]1C[C@H](N(C1)C(=O)OC(C)(C)C)C(NC1=NC=CN=C1)=O ((2S,4R)-tert-Butyl 4-fluoro-2-(pyrazin-2-ylcarbamoyl)pyrrolidine-1-carboxylate). Product: N1=C(C=NC=C1)NC(=O)[C@H]1N([C@H]2C[C@H]2C1)C(=O)OC(C)(C)C ((1S,3S,5S)-tert-Butyl 3-(pyrazin-2-ylcarbamoyl)-2-azabicyclo[3.1.0]hexane-2-carboxylate). Reaction SMILES: [C@H:1]12[CH2:6][C@H:5]1[CH2:4][C@@H:3]([C:7]([O:9]C)=O)[N:2]2[C:11]([O:13][C:14]([CH3:17])([CH3:16])[CH3:15])=[O:12].[NH2:18][C:19]1[CH:24]=[N:23][CH:22]=[CH:21][N:20]=1.F[C@H]1CN(C(OC(C)(C)C)=O)[C@H](C(=O)NC2C=NC=CN=2)C1>>[N:20]1[CH:21]=[CH:22][N:23]=[CH:24][C:19]=1[NH:18][C:7]([C@@H:3]1[CH2:4][C@H:5]2[C@H:1]([CH2:6]2)[N:2]1[C:11]([O:13][C:14]([CH3:17])([CH3:16])[CH3:15])=[O:12])=[O:9]. Procedure details: (1S,3S,5S)-tert-Butyl 3-(pyrazin-2-ylcarbamoyl)-2-azabicyclo[3.1.0]hexane-2-carboxylate 121B was prepared from 121A and 2-amino pyrazine using the procedure as reported in 65A. LC/MS [M+H]+: 305; Ret time (Method A): 1.63 min. Run in C(C)(=O)OCC.CCCCCC (ethyl acetate hexane). The product is N1(CCCC1)C(=O)N1CC=2N(C3=CC=CC=C13)C=NC2C(=O)O (4,5-Dihydro-5-[(pyrrolidino)carbonyl]imidazo[1,5-a]quinoxaline-3-carboxylic acid). Run at time 30 minute. The reactants are FC(C(=O)O)(F)F.ClCCl (trifluoroacetic acid dichloromethane), N1(CCCC1)C(=O)N1CC=2N(C3=CC=CC=C13)C=NC2C(=O)OC(C)(C)C (tert-butyl 4,5-dihydro-5-[(pyrrolidino)carbonyl]imidazo[1,5-a]quinoxaline-3 -carboxylate), solution, FC(C(=O)O)(F)F (trifluoroacetic acid), FC(C(=O)O)(F)F.ClCCl (trifluoroacetic acid dichloromethane). Procedure details: To tert-butyl 4,5-dihydro-5-[(pyrrolidino)carbonyl]imidazo[1,5-a]quinoxaline-3 -carboxylate (I, EXAMPLE 217, 2.97 g) are added 20 ml of a solution of trifluoroacetic acid and dichloromethane (1/1). After stirring for 3.5 hr an additional 2 ml of the trifluoroacetic acid/dichloromethane solution are added, followed an hour later by another 2 ml and 30 min later with a final 2 ml of the trifluoroacetic acid/dichloromethane solution- The reaction is stirred 2 additional hours and then concentrated ... Reaction SMILES: [N:1]1([C:6]([N:8]2[C:17]3[C:12](=[CH:13][CH:14]=[CH:15][CH:16]=3)[N:11]3[CH:18]=[N:19][C:20]([C:21]([O:23]C(C)(C)C)=[O:22])=[C:10]3[CH2:9]2)=[O:7])[CH2:5][CH2:4][CH2:3][CH2:2]1.FC(F)(F)C(O)=O.FC(F)(F)C(O)=O.ClCCl>C(OCC)(=O)C.CCCCCC>[N:1]1([C:6]([N:8]2[C:17]3[C:12](=[CH:13][CH:14]=[CH:15][CH:16]=3)[N:11]3[CH:18]=[N:19][C:20]([C:21]([OH:23])=[O:22])=[C:10]3[CH2:9]2)=[O:7])[CH2:2][CH2:3][CH2:4][CH2:5]1 |f:2.3,4.5|. Starting materials: C(=O)C=O (glyoxal), C([O-])([O-])=O.[Na+].[Na+] (sodium carbonate), NC1=C2N=C(C(=NC2=CC(=C1N)Cl)O)O (5,6-diamino-7-chloro-2,3-dihydroxyquinoxaline). The solvent is O (water). Procedure: A mixture of 0,5 g (2,24 mmol) 5,6-diamino-7-chloro-2,3-dihydroxyquinoxaline in 20 ml water was added 0,5 ml (3,36 mmol) 40% aqueous glyoxal and 0,35 g (3,36 mmol) sodium carbonate. The reaction mixture was stirred at 50° C. for 3 h. After cooling to 25° C., the precipitate was filtered off. The crude product was stirred with water and added 1N hydrochloric acid to pH 2-3 to give 0,56 g (100%) 6-chloro-2,3-dihydroxypyrazino(2,3-f)quinoxaline, m.p.>300° C. NMR (DMSO-d6) 9.0 (2H,s), 7.73 (1H,s). The product is ClC=1C=C2C(=C3N=CC=NC13)N=C(C(=N2)O)O (6-chloro-2,3-dihydroxypyrazino(2,3-f)quinoxaline). Yield: 100.6%. Reaction conditions: temperature 50 celsius, time 3 hour. Reaction SMILES: [NH2:1][C:2]1[C:11]([NH2:12])=[C:10]([Cl:13])[CH:9]=[C:8]2[C:3]=1[N:4]=[C:5]([OH:15])[C:6]([OH:14])=[N:7]2.[CH:16]([CH:18]=O)=O.C(=O)([O-])[O-].[Na+].[Na+]>O>[Cl:13][C:10]1[CH:9]=[C:8]2[N:7]=[C:6]([OH:14])[C:5]([OH:15])=[N:4][C:3]2=[C:2]2[C:11]=1[N:12]=[CH:18][CH:16]=[N:1]2 |f:2.3.4|. Reactants: C(C)(=O)NC1=C(C(=O)N)C=CC(=C1)C1=NOC(C1)(C(F)(F)F)C1=CC(=CC(=C1)Cl)Cl (2-acetylamino-4-[5-(3,5-dichlorophenyl)-5-trifluoromethyl-4,5-dihydroisoxazol-3-yl]benzoic acid amide). The solvent is COC(N(C)C)OC (N,N-dimethylformamide dimethylacetal). Reaction conditions: time 1.5 hour. The product is C(C)(=O)NC1=C(C(=O)NC=NOC)C=CC(=C1)C1=NOC(C1)(C(F)(F)F)C1=CC(=CC(=C1)Cl)Cl (2-acetylamino-4-[5-(3,5-dichlorophenyl)-5-trifluoromethyl-4,5-dihydroisoxazole-3-yl]-N-(methoxyiminomethyl)benzoic acid amide). The yield is 59.3%. As a reaction SMILES: [C:1]([NH:4][C:5]1[CH:13]=[C:12]([C:14]2[CH2:18][C:17]([C:23]3[CH:28]=[C:27]([Cl:29])[CH:26]=[C:25]([Cl:30])[CH:24]=3)([C:19]([F:22])([F:21])[F:20])[O:16][N:15]=2)[CH:11]=[CH:10][C:6]=1[C:7]([NH2:9])=[O:8])(=[O:3])[CH3:2]>COC(OC)N(C)C>[C:1]([NH:4][C:5]1[CH:13]=[C:12]([C:14]2[CH2:18][C:17]([C:23]3[CH:28]=[C:27]([Cl:29])[CH:26]=[C:25]([Cl:30])[CH:24]=3)([C:19]([F:22])([F:20])[F:21])[O:16][N:15]=2)[CH:11]=[CH:10][C:6]=1[C:7]([NH:9][CH:14]=[N:15][O:16][CH3:17])=[O:8])(=[O:3])[CH3:2]. Procedure: A mixture of 0.21 g of 2-acetylamino-4-[5-(3,5-dichlorophenyl)-5-trifluoromethyl-4,5-dihydroisoxazol-3-yl]benzoic acid amide and 10 mL of N,N-dimethylformamide dimethylacetal was stirred at room temperature for 1.5 hour. After the completion of the reaction, the solvent was distilled off under reduced pressure, and the residue was dissolved in 3 mL of 1,4-dioxane, a solution of 0.025 g of methoxyamine hydrochloride in 3 mL of water was added dropwise. After the completion of the addition dropwis... Starting materials: C1CCOC1, CI, CC(NC(CO)C1CC1)c1ccccc1, [H-], [Na+]. The product is COCC(NC(C)c1ccccc1)C1CC1. As a reaction SMILES: [CH2:20]1[O:21][CH2:22][CH2:23][CH2:24]1.[CH3:18][I:19].[CH:1]1([CH:4]([CH2:5][OH:6])[NH:7][CH:8]([CH3:9])[c:10]2[cH:11][cH:12][cH:13][cH:14][cH:15]2)[CH2:2][CH2:3]1.[H-:17].[Na+:16]>>[CH:1]1([CH:4]([CH2:5][O:6][CH3:18])[NH:7][CH:8]([CH3:9])[c:10]2[cH:11][cH:12][cH:13][cH:14][cH:15]2)[CH2:2][CH2:3]1.